From a dataset of the Open Reaction Database (ORD), a public repository of structured organic reaction records. describe an organic reaction: reactants, conditions, products, and yield The reactants are CCC1(CC)c2cc(Br)ccc2-c2ccc(Br)cc21, [Li]CCCC, C1CCOC1, Cc1ccccc1, Cl, CN(C)C=O. Yields the product CCC1(CC)c2cc(Br)ccc2-c2ccc(C=O)cc21. Reaction SMILES: [CH2:1]([CH3:2])[C:3]1([CH2:18][CH3:19])[c:4]2[cH:5][c:6]([Br:17])[cH:7][cH:8][c:9]2-[c:10]2[cH:11][cH:12][c:13]([Br:16])[cH:14][c:15]21.[CH2:20]([Li:21])[CH2:22][CH2:23][CH3:24].[CH2:30]1[O:31][CH2:32][CH2:33][CH2:34]1.[CH3:36][c:37]1[cH:38][cH:39][cH:40][cH:41][cH:42]1.[ClH:35].[O:25]=[CH:26][N:27]([CH3:28])[CH3:29]>>[CH2:1]([CH3:2])[C:3]1([CH2:18][CH3:19])[c:4]2[cH:5][c:6]([Br:17])[cH:7][cH:8][c:9]2-[c:10]2[cH:11][cH:12][c:13]([CH:26]=[O:25])[cH:14][c:15]21. Starting materials: C[O-], CO, O=C(N1CCOCC1)N1CC(c2ccc(C(F)(F)F)cc2)CC(c2nc(Cl)no2)C1, [Na+], O. The product is COc1noc(C2CC(c3ccc(C(F)(F)F)cc3)CN(C(=O)N3CCOCC3)C2)n1. As a reaction SMILES: [CH3:31][O-:32].[CH3:35][OH:36].[Cl:1][c:2]1[n:3][o:4][c:5]([CH:7]2[CH2:8][N:9]([C:23](=[O:24])[N:25]3[CH2:26][CH2:27][O:28][CH2:29][CH2:30]3)[CH2:10][CH:11]([c:13]3[cH:14][cH:15][c:16]([C:19]([F:20])([F:21])[F:22])[cH:17][cH:18]3)[CH2:12]2)[n:6]1.[Na+:33].[OH2:34]>>[c:2]1([O:32][CH3:31])[n:3][o:4][c:5]([CH:7]2[CH2:8][N:9]([C:23](=[O:24])[N:25]3[CH2:26][CH2:27][O:28][CH2:29][CH2:30]3)[CH2:10][CH:11]([c:13]3[cH:14][cH:15][c:16]([C:19]([F:20])([F:21])[F:22])[cH:17][cH:18]3)[CH2:12]2)[n:6]1. The solvent is CN(C)C=O (DMF). Isolated yield 6.2%. Reported procedure: (E)-3-(5-{(E)-3-[2-(4-Methyl-piperazin-1-yl)-phenyl]-3-oxo-propenyl}-pyridin-2-yl)-acrylic acid hydrochloride (crude mixture from Step A, 400 mg) was suspended in DMF (10 ml). HOBT (240 mg, 1.78 mmol), EDC (340 mg, 1.78 mmol), TEA (0.371 ml, 2.67 mmol) and NH2OTHP (125 mg, 1.06 mmol) were added to the resulting slurry. The mixture was stirred overnight at room temperature and then partitioned between water and AcOEt. The organic phase was washed with water, dried over Na2SO4 and evaporated in va... Conditions: time 8 hour. Reaction SMILES: Cl.[CH3:2][N:3]1[CH2:8][CH2:7][N:6]([C:9]2[CH:14]=[CH:13][CH:12]=[CH:11][C:10]=2[C:15](=[O:29])/[CH:16]=[CH:17]/[C:18]2[CH:19]=[CH:20][C:21](/[CH:24]=[CH:25]/[C:26]([OH:28])=O)=[N:22][CH:23]=2)[CH2:5][CH2:4]1.C1C=CC2[N:38]([OH:39])N=NC=2C=1.C(Cl)CCl.NOC1CCCCO1>CN(C=O)C>[OH:39][NH:38][C:26](=[O:28])/[CH:25]=[CH:24]/[C:21]1[CH:20]=[CH:19][C:18](/[CH:17]=[CH:16]/[C:15]([C:10]2[CH:11]=[CH:12][CH:13]=[CH:14][C:9]=2[N:6]2[CH2:5][CH2:4][N:3]([CH3:2])[CH2:8][CH2:7]2)=[O:29])=[CH:23][N:22]=1 |f:0.1|. Reactants: Cl.CN1CCN(CC1)C1=C(C=CC=C1)C(/C=C/C=1C=CC(=NC1)/C=C/C(=O)O)=O ((E)-3-(5-{(E)-3-[2-(4-Methyl-piperazin-1-yl)-phenyl]-3-oxo-propenyl}-pyridin-2-yl)-acrylic acid hydrochloride), crude mixture, C=1C=CC2=C(C1)N=NN2O (HOBT), C(CCl)Cl (EDC), TEA, NOC1OCCCC1 (NH2OTHP). The product is ONC(\C=C\C1=NC=C(C=C1)\C=C\C(=O)C1=C(C=CC=C1)N1CCN(CC1)C)=O ((E)-N-hydroxy-3-(5-{(E)-3-[2-(4-methyl-piperazin-1-yl)-phenyl]-3-oxo-propenyl}-pyridin-2-yl)-acrylamide). The reactants are CCOC(=O)CC(C)=O, CC(=O)O, [Cl-], [K+], O=N[O-], [Na+], O. Yields the product CCOC(=O)C(=NO)C(C)=O. As a reaction SMILES: [C:1]([CH2:2][C:3](=[O:4])[CH3:5])(=[O:6])[O:7][CH2:8][CH3:9].[CH3:16][C:17](=[O:18])[OH:19].[Cl-:14].[K+:15].[N:10](=[O:11])[O-:12].[Na+:13].[OH2:20]>>[C:1]([C:2]([C:3](=[O:4])[CH3:5])=[N:10][OH:11])(=[O:6])[O:7][CH2:8][CH3:9].